Dataset: the Open Reaction Database (ORD), a public repository of structured organic reaction records. Task: describe an organic reaction: reactants, conditions, products, and yield The reactants are ON=C(C(=O)OCC)C(=O)C1=CC(=CC=C1)OC (Ethyl 2-hydroxyimino-3-(3-methoxyphenyl)-3-oxopropionate), [N+](=O)([O-])C1=CC=C(CN)C=C1 (4-nitrobenzylamine). Yields the product COC=1C=C(C=CC1)C1=C(N=C(N1)C1=CC=C(C=C1)[N+](=O)[O-])C(=O)OCC (ethyl 5-(3-methoxyphenyl)-2-(4-nitrophenyl)imidazole-4-carboxylate). Yield: 31.6%. RXN SMILES: O[N:2]=[C:3]([C:9]([C:11]1[CH:16]=[CH:15][CH:14]=[C:13]([O:17][CH3:18])[CH:12]=1)=O)[C:4]([O:6][CH2:7][CH3:8])=[O:5].[N+:19]([C:22]1[CH:29]=[CH:28][C:25]([CH2:26][NH2:27])=[CH:24][CH:23]=1)([O-:21])=[O:20]>>[CH3:18][O:17][C:13]1[CH:12]=[C:11]([C:9]2[NH:27][C:26]([C:25]3[CH:24]=[CH:23][C:22]([N+:19]([O-:21])=[O:20])=[CH:29][CH:28]=3)=[N:2][C:3]=2[C:4]([O:6][CH2:7][CH3:8])=[O:5])[CH:16]=[CH:15][CH:14]=1. Procedure details: Ethyl 2-hydroxyimino-3-(3-methoxyphenyl)-3-oxopropionate (84.5 g) and 4-nitrobenzylamine (61.4 g) were reacted and treated in the same manner as in Starting Material Synthetic Example 1 to give ethyl 5-(3-methoxyphenyl)-2-(4-nitrophenyl)imidazole-4-carboxylate (39.0 g), melting point 194-196° C. Yields the product Cc1cc(F)c(NC(=O)Nc2cnn(C(C)(C)C)c2)cc1-c1cc2cnc(NC(C)CO)nc2n(C)c1=O. Reactants: CNc1ncc2cc(-c3cc(NC(=O)Nc4cnn(C(C)(C)C)c4)c(F)cc3C)c(=O)n(C)c2n1, C1CCOC1, CC(N)CO. RXN SMILES: [C:1]([CH3:2])([CH3:3])([CH3:4])[n:5]1[n:6][cH:7][c:8]([NH:10][C:11](=[O:12])[NH:13][c:14]2[c:15]([F:35])[cH:16][c:17]([CH3:34])[c:18](-[c:20]3[cH:21][c:22]4[c:23]([n:24][c:25]([NH:28][CH3:29])[n:26][cH:27]4)[n:30]([CH3:33])[c:31]3=[O:32])[cH:19]2)[cH:9]1.[CH2:41]1[O:42][CH2:43][CH2:44][CH2:45]1.[NH2:36][CH:37]([CH2:38][OH:39])[CH3:40]>>[C:1]([CH3:2])([CH3:3])([CH3:4])[n:5]1[n:6][cH:7][c:8]([NH:10][C:11](=[O:12])[NH:13][c:14]2[c:15]([F:35])[cH:16][c:17]([CH3:34])[c:18](-[c:20]3[cH:21][c:22]4[c:23]([n:24][c:25]([NH:36][CH:37]([CH2:38][OH:39])[CH3:40])[n:26][cH:27]4)[n:30]([CH3:33])[c:31]3=[O:32])[cH:19]2)[cH:9]1. Starting materials: Cc1ccc(C(=O)N2CCNCC2C)cn1, CCN(C(C)C)C(C)C, O=S(=O)(Cl)c1ccc(OC(F)F)cc1, CN(C)C=O. Yields the product Cc1ccc(C(=O)N2CCN(S(=O)(=O)c3ccc(OC(F)F)cc3)CC2C)cn1. As a reaction SMILES: [CH3:1][CH:2]1[N:3]([C:8](=[O:9])[c:10]2[cH:11][n:12][c:13]([CH3:16])[cH:14][cH:15]2)[CH2:4][CH2:5][NH:6][CH2:7]1.[CH:31]([N:32]([CH2:33][CH3:34])[CH:35]([CH3:36])[CH3:37])([CH3:38])[CH3:39].[F:17][CH:18]([O:19][c:20]1[cH:21][cH:22][c:23]([S:26](=[O:27])(=[O:28])[Cl:29])[cH:24][cH:25]1)[F:30].[O:40]=[CH:41][N:42]([CH3:43])[CH3:44]>>[CH3:1][CH:2]1[N:3]([C:8](=[O:9])[c:10]2[cH:11][n:12][c:13]([CH3:16])[cH:14][cH:15]2)[CH2:4][CH2:5][N:6]([S:26]([c:23]2[cH:22][cH:21][c:20]([O:19][CH:18]([F:17])[F:30])[cH:25][cH:24]2)(=[O:27])=[O:28])[CH2:7]1. The product is C1(CC1)N(S(=O)(=O)C1=C(C=C(C=C1C)OC)C)CC1=CC(=CO1)C(=O)N(C)CC1=CC=C(C=C1)CN1CC(CC1)O (5-({Cyclopropyl[(4-methoxy-2,6-dimethylphenyl)sulfonyl]amino}methyl)-N-{4-[(3-hydroxypyrrolidin-1-yl)methyl]benzyl}-N-methylfuran-3-carboxamide). As a reaction SMILES: [CH:1]1([N:4]([CH2:18][C:19]2[O:23][CH:22]=[C:21]([C:24]([OH:26])=O)[CH:20]=2)[S:5]([C:8]2[C:13]([CH3:14])=[CH:12][C:11]([O:15][CH3:16])=[CH:10][C:9]=2[CH3:17])(=[O:7])=[O:6])[CH2:3][CH2:2]1.CCN=C=NCCCN(C)C.C1C=CC2N(O)N=NC=2C=1.CCN(C(C)C)C(C)C.Cl.Cl.[CH3:59][NH:60][CH2:61][C:62]1[CH:74]=[CH:73][C:65]([CH2:66][N:67]2[CH2:71][CH2:70][CH:69]([OH:72])[CH2:68]2)=[CH:64][CH:63]=1>C(Cl)Cl>[CH:1]1([N:4]([CH2:18][C:19]2[O:23][CH:22]=[C:21]([C:24]([N:60]([CH2:61][C:62]3[CH:74]=[CH:73][C:65]([CH2:66][N:67]4[CH2:71][CH2:70][CH:69]([OH:72])[CH2:68]4)=[CH:64][CH:63]=3)[CH3:59])=[O:26])[CH:20]=2)[S:5]([C:8]2[C:9]([CH3:17])=[CH:10][C:11]([O:15][CH3:16])=[CH:12][C:13]=2[CH3:14])(=[O:7])=[O:6])[CH2:3][CH2:2]1 |f:4.5.6|. Solvent: C(Cl)Cl (DCM). Procedure details: The title compound was prepared according to general procedure BH using 5-({cyclopropyl[(4-methoxy-2,6-dimethylphenyl)sulfonyl]amino}methyl)furan-3-carboxylic acid (40 mg, 0.105 mmol), EDCI (28 mg, 0.158 mmol), HOBt (21 mg, 0.16 mmol), DIPEA (0.036 mL, 0.21 mmol), 1-{4-[(methylamino)methyl]benzyl}pyrrolidin-3-ol dihydrochloride (34 mg, 0.13 mmol) and DCM (10 mL). Starting materials: C1(CC1)N(S(=O)(=O)C1=C(C=C(C=C1C)OC)C)CC1=CC(=CO1)C(=O)O (5-({cyclopropyl[(4-methoxy-2,6-dimethylphenyl)sulfonyl]amino}methyl)furan-3-carboxylic acid), CCN(C(C)C)C(C)C (DIPEA), Cl.Cl.CNCC1=CC=C(CN2CC(CC2)O)C=C1 (1-{4-[(methylamino)methyl]benzyl}pyrrolidin-3-ol dihydrochloride), CCN=C=NCCCN(C)C (EDCI), C=1C=CC2=C(C1)N=NN2O (HOBt). Reactants: C(CCC)C=1N(C(=CN1)COC(C)=O)CC1=C(C=CC=C1)Cl (2-n-butyl-5-acetoxymethyl-1-(2-chlorophenyl)methyl-1H-imidazole), [OH-].[Na+] (sodium hydroxide), C(Cl)Cl (methylene chloride). Run in CO (methanol). Product: C(CCC)C=1N(C(=CN1)CO)CC1=C(C=CC=C1)Cl (2-n-butyl-1-(2-chlorophenyl)methyl-5-hydroxymethyl-1H-imidazole). Isolated yield 81.0%. As a reaction SMILES: [CH2:1]([C:5]1[N:6]([CH2:15][C:16]2[CH:21]=[CH:20][CH:19]=[CH:18][C:17]=2[Cl:22])[C:7]([CH2:10][O:11]C(=O)C)=[CH:8][N:9]=1)[CH2:2][CH2:3][CH3:4].[OH-].[Na+].C(Cl)Cl>CO>[CH2:1]([C:5]1[N:6]([CH2:15][C:16]2[CH:21]=[CH:20][CH:19]=[CH:18][C:17]=2[Cl:22])[C:7]([CH2:10][OH:11])=[CH:8][N:9]=1)[CH2:2][CH2:3][CH3:4] |f:1.2|. Procedure details: A solution of crude 2-n-butyl-5-acetoxymethyl-1-(2-chlorophenyl)methyl-1H-imidazole (250 g) in methanol (200 mL) was treated with 10% sodium hydroxide solution (700 mL) and the mixture was heated on a steam bath for 4 hours. After cooling, methylene chloride was added, the organic phase was separated, washed with water, dried and concentrated. The residue was dissolved in ether, cooled, and seeded to give the crude product. Recrystallization from ethyl acetate gave 176 g of 2-n-butyl-1-(2-chloro... Starting materials: C1(OC(C=2CCCCC12)=O)=O (4,5,6,7-Tetrahydro-isobenzofuran-1,3-dione), [N+](=O)([O-])C=1C=C(C=CC1)CC(=O)O (3-nitro phenyl acetic acid), C(C)(=O)[O-].[Na+] (sodium acetate), C(C)(=O)[O-].[Na+] (sodium acetate). Solvent: C(C)O (Ethanol). Conditions: temperature 80 celsius, time 30 minute. The product is [N+](=O)([O-])C=1C=C(C=C2OC(C=3CCCCC23)=O)C=CC1 (3-(3-Nitro-benzylidene)-4,5,6,7-tetrahydro-3H-isobenzofuran-1-one). Reaction SMILES: [C:1]1(=[O:11])[C:9]2[CH2:8][CH2:7][CH2:6][CH2:5][C:4]=2[C:3](=O)[O:2]1.[N+:12]([C:15]1[CH:16]=[C:17]([CH2:21]C(O)=O)[CH:18]=[CH:19][CH:20]=1)([O-:14])=[O:13].C([O-])(=O)C.[Na+]>C(O)C>[N+:12]([C:15]1[CH:16]=[C:17]([CH:18]=[CH:19][CH:20]=1)[CH:21]=[C:3]1[C:4]2[CH2:5][CH2:6][CH2:7][CH2:8][C:9]=2[C:1](=[O:11])[O:2]1)([O-:14])=[O:13] |f:2.3|. Reported procedure: 4,5,6,7-Tetrahydro-isobenzofuran-1,3-dione (1) (2.50 g, 16.4 mmol) and 3-nitro phenyl acetic acid (2.72 g, 15.0 mmol) were heated in the presence of sodium acetate (60.0 mg, 0.750 mmol) to 240° C. using a ‘Wood's Alloy’ bath. Once the reaction had reached 240° C. an additional amount of sodium acetate (60.1 mg, 0.750 mmol) was added. The reaction mixture was then heated for a further 45 minutes and then cooled to 80° C. Ethanol (20 ml) was added to the thick gum and the mixture slurried for 30 m... The reactants are [BH4-], C[O-], CO, ClCCl, Nc1ccc(C=Cc2ccc(OCCOCCOCCF)nc2)cc1, [Na+], [Na+], O. Product: CNc1ccc(C=Cc2ccc(OCCOCCOCCF)nc2)cc1. As a reaction SMILES: [BH4-:29].[CH3:1][O-:2].[CH3:34][OH:35].[Cl:31][CH2:32][Cl:33].[F:4][CH2:5][CH2:6][O:7][CH2:8][CH2:9][O:10][CH2:11][CH2:12][O:13][c:14]1[n:15][cH:16][c:17]([CH:20]=[CH:21][c:22]2[cH:23][cH:24][c:25]([NH2:28])[cH:26][cH:27]2)[cH:18][cH:19]1.[Na+:30].[Na+:3].[OH2:36]>>[F:4][CH2:5][CH2:6][O:7][CH2:8][CH2:9][O:10][CH2:11][CH2:12][O:13][c:14]1[n:15][cH:16][c:17]([CH:20]=[CH:21][c:22]2[cH:23][cH:24][c:25]([NH:28][CH3:32])[cH:26][cH:27]2)[cH:18][cH:19]1.